This data is from the Open Reaction Database (ORD), a public repository of structured organic reaction records. The task is: describe an organic reaction: reactants, conditions, products, and yield Starting materials: ClC=1C=C(C=CC1Cl)C1CN(CCOC1CI)C(=O)OC(C)(C)C (tert-butyl (6SR,7RS)-6-(3,4-dichlorophenyl)-7-(iodomethyl)-1,4-oxazepane-4-carboxylate), C([O-])([O-])=O.[K+].[K+] (potassium carbonate), COC1=CC=C(CN)C=C1 (4-methoxybenzylamine), O (Water). The solvent is CN(C)C=O (DMF). Reaction conditions: temperature 80 celsius, time 3 hour. Product: ClC=1C=C(C=CC1Cl)C1CN(CCOC1CNCC1=CC=C(C=C1)OC)C(=O)OC(C)(C)C (tert-butyl (6SR,7RS)-6-(3,4-dichlorophenyl)-7-{[(4-methoxybenzyl)amino]methyl}-1,4-oxazepane-4-carboxylate). The yield is 45.6%. As a reaction SMILES: [Cl:1][C:2]1[CH:3]=[C:4]([CH:9]2[CH:15]([CH2:16]I)[O:14][CH2:13][CH2:12][N:11]([C:18]([O:20][C:21]([CH3:24])([CH3:23])[CH3:22])=[O:19])[CH2:10]2)[CH:5]=[CH:6][C:7]=1[Cl:8].C(=O)([O-])[O-].[K+].[K+].[CH3:31][O:32][C:33]1[CH:40]=[CH:39][C:36]([CH2:37][NH2:38])=[CH:35][CH:34]=1.O>CN(C=O)C>[Cl:1][C:2]1[CH:3]=[C:4]([CH:9]2[CH:15]([CH2:16][NH:38][CH2:37][C:36]3[CH:39]=[CH:40][C:33]([O:32][CH3:31])=[CH:34][CH:35]=3)[O:14][CH2:13][CH2:12][N:11]([C:18]([O:20][C:21]([CH3:24])([CH3:23])[CH3:22])=[O:19])[CH2:10]2)[CH:5]=[CH:6][C:7]=1[Cl:8] |f:1.2.3|. Reported procedure: To a solution of tert-butyl (6SR,7RS)-6-(3,4-dichlorophenyl)-7-(iodomethyl)-1,4-oxazepane-4-carboxylate (1.4 g) in DMF (5 mL) were added potassium carbonate (1.2 g) and 4-methoxybenzylamine (0.79 g), and the mixture was stirred at 80° C. for 3 hr. Water was added to the reaction mixture, and the mixture was extracted with ethyl acetate. The extract was washed with brine, and dried over anhydrous sodium sulfate. The solvent was evaporated under reduced pressure. The residue was purified by silica...